Dataset: the Open Reaction Database (ORD), a public repository of structured organic reaction records. Task: describe an organic reaction: reactants, conditions, products, and yield The reactants are C(C1=CC=CC=C1)(=O)NC1=C(C(=O)OC(C)(C)C)C=CC(=C1)C1=C(C=CC=C1)F (tert-butyl 2-(benzamido)-4-(2-fluorophenyl)benzoate). The solvent is FC(C(=O)O)(F)F (trifluoroacetic acid). Reaction conditions: time 2 hour. The product is C(C1=CC=CC=C1)(=O)NC1=C(C(=O)O)C=CC(=C1)C1=C(C=CC=C1)F (2-(benzamido)-4-(2-fluorophenyl)benzoic acid). Reaction SMILES: [C:1]([NH:9][C:10]1[CH:22]=[C:21]([C:23]2[CH:28]=[CH:27][CH:26]=[CH:25][C:24]=2[F:29])[CH:20]=[CH:19][C:11]=1[C:12]([O:14]C(C)(C)C)=[O:13])(=[O:8])[C:2]1[CH:7]=[CH:6][CH:5]=[CH:4][CH:3]=1>FC(F)(F)C(O)=O>[C:1]([NH:9][C:10]1[CH:22]=[C:21]([C:23]2[CH:28]=[CH:27][CH:26]=[CH:25][C:24]=2[F:29])[CH:20]=[CH:19][C:11]=1[C:12]([OH:14])=[O:13])(=[O:8])[C:2]1[CH:3]=[CH:4][CH:5]=[CH:6][CH:7]=1. Reported procedure: 10 mL of trifluoroacetic acid was added to the obtained tert-butyl 2-(benzamido)-4-(2-fluorophenyl)benzoate and stirred at room temperature for 2 hours. The solvent was evaporated under reduced pressure and toluene was added. The solvent was evaporated under reduced pressure and diisopropyl ether was added to the obtained residue and a solid substance was separated by filtration to obtain 93 mg of 2-(benzamido)-4-(2-fluorophenyl)benzoic acid as white solid.